Dataset: the Open Reaction Database (ORD), a public repository of structured organic reaction records. Task: describe an organic reaction: reactants, conditions, products, and yield Reactants: COC(=O)C=1C=CC(=CC1)O (methyl p-hydroxybenzoate), C(CCCCCCCCC(=O)Cl)(=O)Cl (sebacic acid dichloride). Yields the product COC(=O)C1=CC=C(C=C1)OC(CCCCCCCCC(=O)OC1=CC=C(C=C1)C(=O)OC)=O (di(p-methyloxycarbonylphenyl)sebacate). As a reaction SMILES: [CH3:1][O:2][C:3]([C:5]1[CH:6]=[CH:7][C:8]([OH:11])=[CH:9][CH:10]=1)=[O:4].[C:12](Cl)(=[O:24])[CH2:13][CH2:14][CH2:15][CH2:16][CH2:17][CH2:18][CH2:19][CH2:20][C:21](Cl)=[O:22]>>[CH3:1][O:2][C:3]([C:5]1[CH:10]=[CH:9][C:8]([O:11][C:12](=[O:24])[CH2:13][CH2:14][CH2:15][CH2:16][CH2:17][CH2:18][CH2:19][CH2:20][C:21]([O:11][C:8]2[CH:7]=[CH:6][C:5]([C:3]([O:2][CH3:1])=[O:4])=[CH:10][CH:9]=2)=[O:22])=[CH:7][CH:6]=1)=[O:4]. Reported procedure: A similar procedure to Example 1 is carried out by using 15.2 g of methyl p-hydroxybenzoate and 12 g of sebacic acid dichloride to yield di(p-methyloxycarbonylphenyl)sebacate, m.p. 109.5°-110.5° C., as white crystals. Starting materials: ClC(=O)OC1=CC=C(C=C1)[N+](=O)[O-] (4-Nitrophenyl chloroformate), C(C)(C)N(C(C)C)CC (N,N-diisopropylethylamine), C[C@@H]1N(C2=CC=C(C=C2NC1)C1=CC=C(C=C1)S(=O)(=O)C)C(C)=O ((S)-1-(2-methyl-6-(4-(methylsulfonyl)phenyl)-3,4-dihydroquinoxaline-1(2H)-yl)ethanone), N1CCCC1 (Pyrrolidine). Reaction conditions: temperature 50 celsius, time 1 hour. Product: C[C@@H]1N(C2=CC=C(C=C2N(C1)C(=O)N1CCCC1)C1=CC=C(C=C1)S(=O)(=O)C)C(C)=O ((S)-1-(2-methyl-6-(4-(methylsulfonyl)phenyl)-4-(pyrrolidine-1-carbonyl)-3,4-dihydroquinoxaline-1(2H)-yl)ethanone). Isolated yield 43.0%. Reaction SMILES: ClC(OC1C=CC([N+]([O-])=O)=CC=1)=[O:3].[CH:14]([N:17]([CH2:21][CH3:22])[CH:18]([CH3:20])C)(C)C.[CH3:23][C@H:24]1[CH2:33][NH:32][C:31]2[C:26](=[CH:27][CH:28]=[C:29]([C:34]3[CH:39]=[CH:38][C:37]([S:40]([CH3:43])(=[O:42])=[O:41])=[CH:36][CH:35]=3)[CH:30]=2)[N:25]1[C:44](=[O:46])[CH3:45].N1CCCC1>>[CH3:23][C@H:24]1[CH2:33][N:32]([C:14]([N:17]2[CH2:18][CH2:20][CH2:22][CH2:21]2)=[O:3])[C:31]2[C:26](=[CH:27][CH:28]=[C:29]([C:34]3[CH:35]=[CH:36][C:37]([S:40]([CH3:43])(=[O:42])=[O:41])=[CH:38][CH:39]=3)[CH:30]=2)[N:25]1[C:44](=[O:46])[CH3:45]. Procedure details: 4-Nitrophenyl chloroformate (0.4 M in 1,4-dioxane, 0.075 mL, 0.030 mmol) and N,N-diisopropylethylamine (0.015 mL, 0.086 mmol) were added to (S)-1-(2-methyl-6-(4-(methylsulfonyl)phenyl)-3,4-dihydroquinoxaline-1(2H)-yl)ethanone (0.2 M in 1,4-dioxane, 0.100 mL, 0.020 mmol) and the mixture stirred at 50° C. for 1 h. Pyrrolidine (0.2 M in 1,4-dioxane, 0.200 mL, 0.040 mmol) was then added and the mixture was stirred at 80° C. for 16 h. The reaction was concentrated and the crude product was purified b... Starting materials: NC1=C(C=C(C=C1)C=1C=C2C(=NC1)N(N=C2CC2=CC=C(C=C2)N(C)C)COC(C(C)(C)C)=O)C(N(C)C)=O (2,2-Dimethyl-propionic acid 5-(4-amino-3-dimethylcarbamoyl-phenyl)-3-(4-dimethylamino-benzyl)-pyrazolo[3,4-b]pyridin-1-ylmethyl ester), [OH-].[Na+] (sodium hydroxide). Run in O1CCCC1 (tetrahydrofuran), CO (methanol). Reaction conditions: time 2 hour. The product is NC1=C(C(=O)N(C)C)C=C(C=C1)C=1C=C2C(=NC1)NN=C2CC2=CC=C(C=C2)N(C)C (2-amino-5-[3-(4-dimethylamino-benzyl)-1H-pyrazolo[3,4-b]pyridin-5-yl]-N,N-dimethyl-benzamide). Reaction SMILES: [NH2:1][C:2]1[CH:7]=[CH:6][C:5]([C:8]2[CH:9]=[C:10]3[C:16]([CH2:17][C:18]4[CH:23]=[CH:22][C:21]([N:24]([CH3:26])[CH3:25])=[CH:20][CH:19]=4)=[N:15][N:14](COC(=O)C(C)(C)C)[C:11]3=[N:12][CH:13]=2)=[CH:4][C:3]=1[C:35](=[O:39])[N:36]([CH3:38])[CH3:37].[OH-].[Na+]>O1CCCC1.CO>[NH2:1][C:2]1[CH:7]=[CH:6][C:5]([C:8]2[CH:9]=[C:10]3[C:16]([CH2:17][C:18]4[CH:19]=[CH:20][C:21]([N:24]([CH3:25])[CH3:26])=[CH:22][CH:23]=4)=[N:15][NH:14][C:11]3=[N:12][CH:13]=2)=[CH:4][C:3]=1[C:35]([N:36]([CH3:37])[CH3:38])=[O:39] |f:1.2|. Reported procedure: 2,2-Dimethyl-propionic acid 5-(4-amino-3-dimethylcarbamoyl-phenyl)-3-(4-dimethylamino-benzyl)-pyrazolo[3,4-b]pyridin-1-ylmethyl ester was dissolved in tetrahydrofuran. 1 M sodium hydroxide in methanol was added to the mixture, and the reaction was stirred for 2 hours at room temperature. The reaction was quenched with sodium bicarbonate solution and extracted with dichloromethane. The organic layer was dried, filtered, and concentrated. The crude material was purified by mass-triggered reverse-p... The reactants are N12CCC(CC1)(CC2)C(O)(C2=CC=CC=C2)C2=CC=CC=C2 (1-azabicyclo[2.2.2]oct-4-yl(diphenyl)methanol), BrCC1OCCO1 (2-(bromomethyl)-1,3-dioxolane). Solvent: CC#N (CH3CN). Yields the product [Br-].O1C(OCC1)C[N+]12CCC(CC1)(CC2)C(C2=CC=CC=C2)(C2=CC=CC=C2)O (1-(1,3-dioxolan-2-ylmethyl)-4-[hydroxy(diphenyl)methyl]-1-azoniabicyclo[2.2.2]octane bromide). The yield is 12.4%. RXN SMILES: [N:1]12[CH2:8][CH2:7][C:4]([C:9]([C:17]3[CH:22]=[CH:21][CH:20]=[CH:19][CH:18]=3)([C:11]3[CH:16]=[CH:15][CH:14]=[CH:13][CH:12]=3)[OH:10])([CH2:5][CH2:6]1)[CH2:3][CH2:2]2.[Br:23][CH2:24][CH:25]1[O:29][CH2:28][CH2:27][O:26]1>CC#N>[Br-:23].[O:26]1[CH2:27][CH2:28][O:29][CH:25]1[CH2:24][N+:1]12[CH2:6][CH2:5][C:4]([C:9]([OH:10])([C:17]3[CH:22]=[CH:21][CH:20]=[CH:19][CH:18]=3)[C:11]3[CH:12]=[CH:13][CH:14]=[CH:15][CH:16]=3)([CH2:3][CH2:2]1)[CH2:7][CH2:8]2 |f:3.4|. Procedure details: Following the general procedure outlined in Example 4, 1-azabicyclo[2.2.2]oct-4-yl(diphenyl)methanol (0.0574 g, 0.196 mmol) and 2-(bromomethyl)-1,3-dioxolane (0.040 mL, 0.386 mmol) in 2 CH3CN/3 CHCl3 (4.0 mL) were reacted to give the desired product (0.0112 g, 12.4%). EI-MS m/z 380(M+) Rt (1.64 min). Reactants: Cl.NO (hydroxylamine hydrochloride), C(C)(=O)[O-].[Na+] (sodium acetate), C(C)N1C(C=2N(C3=CC=CC=C13)C=C(N2)C=O)=O (4,5-dihydro-5-ethyl-4-oxo-imidazo-[1,2-a]-quinoxaline-2-carboxaldehyde). Solvent: O (water), C(C)O (ethanol). Run at temperature 90 celsius, time 4 hour. Yields the product C(C)N1C(C=2N(C3=CC=CC=C13)C=C(N2)C=NO)=O (4,5-dihydro-5-ethyl-4-oxo-imidazo-[1,2-a]-quinoxaline-2-carboxaldehyde oxime). The yield is 81.9%. Reaction SMILES: Cl.[NH2:2][OH:3].C([O-])(=O)C.[Na+].[CH2:9]([N:11]1[C:20]2[C:15](=[CH:16][CH:17]=[CH:18][CH:19]=2)[N:14]2[CH:21]=[C:22]([CH:24]=O)[N:23]=[C:13]2[C:12]1=[O:26])[CH3:10]>O.C(O)C>[CH2:9]([N:11]1[C:20]2[C:15](=[CH:16][CH:17]=[CH:18][CH:19]=2)[N:14]2[CH:21]=[C:22]([CH:24]=[N:2][OH:3])[N:23]=[C:13]2[C:12]1=[O:26])[CH3:10] |f:0.1,2.3|. Reported procedure: A solution of 0.2 g of hydroxylamine hydrochloride and 0.25 g of sodium acetate in 2 ml of water was added to a suspension of 0.5 g of the product of Example 22 in 10 ml of ethanol and the mixture was stirred at 90° C. for 4 hours and was then filtered. The recovered product was washed with water and dried in vacuo to obtain 0.435 g of pure 4,5-dihydro-5-ethyl-4-oxo-imidazo-[1,2-a]-quinoxaline-2-carboxaldehyde oxime melting at 286°-288° C. Solvent: C(C)#N (acetonitrile), C(C)#N (acetonitrile). The product is ClC1(CC1)C(COC1=CC=C(C=C1)Cl)(CN1N=CN=C1)O (2-(1-chlorocyclopropyl)-1-(4-chlorophenoxy)-3-(1,2,4-triazol-1-yl)-propan-2-ol). As a reaction SMILES: [Cl:1][C:2]1([C:5]2([CH2:8][O:9][C:10]3[CH:15]=[CH:14][C:13]([Cl:16])=[CH:12][CH:11]=3)[CH2:7][O:6]2)[CH2:4][CH2:3]1.[NH:17]1[CH:21]=[N:20][CH:19]=[N:18]1.C(=O)([O-])[O-].[K+].[K+]>C(#N)C>[Cl:1][C:2]1([C:5]([OH:6])([CH2:7][N:17]2[CH:21]=[N:20][CH:19]=[N:18]2)[CH2:8][O:9][C:10]2[CH:15]=[CH:14][C:13]([Cl:16])=[CH:12][CH:11]=2)[CH2:4][CH2:3]1 |f:2.3.4|. Starting materials: ClC1(CC1)C1(OC1)COC1=CC=C(C=C1)Cl (2-(1-chlorocyclopropyl)-2-(4-chloro-phenoxymethyl)-oxirane), N1N=CN=C1 (1,2,4-triazole), C([O-])([O-])=O.[K+].[K+] (potassium carbonate). Procedure details: A solution 27.9 g (0.11 mol) of 2-(1-chlorocyclopropyl)-2-(4-chloro-phenoxymethyl)-oxirane in 50 ml of acetonitrile is added dropwise under a nitrogen atmosphere to a mixture of 29 g (0.42 mol) of 1,2,4-triazole, 19 g (0.14 mol) of potassium carbonate and 100 ml bf acetonitrile, and the reaction mixture is boiled under reflux. After completion of the addition, the mixture is heated for a further 8 hours under reflux. The mixture is then filtered off from the solid residue with suction and the fi... The yield is 37.9%.